This data is from the Open Reaction Database (ORD), a public repository of structured organic reaction records. The task is: describe an organic reaction: reactants, conditions, products, and yield Starting materials: ClC=1C=C2C=C(NC2=C(C1)NC1CCC(CC1)C(=O)O)C1=CC=CC=C1 (4-(5-Chloro-2-phenyl-1H-indol-7-yl)amino-cyclohexane-1-carboxylic acid), CN (methylamine). The product is CNC(=O)C1CCC(CC1)NC=1C=C(C=C2C=C(NC12)C1=CC=CC=C1)Cl (4-(5-Chloro-2-phenyl-1H-indol-7-yl)amino-cyclohexanecarboxylic acid methylamide). As a reaction SMILES: [Cl:1][C:2]1[CH:3]=[C:4]2[C:8](=[C:9]([NH:11][CH:12]3[CH2:17][CH2:16][CH:15]([C:18](O)=[O:19])[CH2:14][CH2:13]3)[CH:10]=1)[NH:7][C:6]([C:21]1[CH:26]=[CH:25][CH:24]=[CH:23][CH:22]=1)=[CH:5]2.[CH3:27][NH2:28]>>[CH3:27][NH:28][C:18]([CH:15]1[CH2:16][CH2:17][CH:12]([NH:11][C:9]2[CH:10]=[C:2]([Cl:1])[CH:3]=[C:4]3[C:8]=2[NH:7][C:6]([C:21]2[CH:22]=[CH:23][CH:24]=[CH:25][CH:26]=2)=[CH:5]3)[CH2:13][CH2:14]1)=[O:19]. Procedure: 4-(5-Chloro-2-phenyl-1H-indol-7-yl)amino-cyclohexane-1-carboxylic acid prepared in Example 102 and methylamine (HCl salt) were reacted according to the same procedure as Example 92 to give the title compound. RXN SMILES: Cl.Cl.[O:3]1[C:7]2[CH:8]=[CH:9][CH:10]=[C:11]([CH:12]3[CH2:17][CH2:16][N:15]([CH2:18][CH2:19][C@H:20]4[CH2:25][CH2:24][C@H:23]([NH2:26])[CH2:22][CH2:21]4)[CH2:14][CH2:13]3)[C:6]=2[CH2:5][CH2:4]1.[O:27]1[C:31]2[CH:32]=[CH:33][CH:34]=[CH:35][C:30]=2[C:29]([CH2:36][C:37](O)=[O:38])=[N:28]1>>[O:27]1[C:31]2[CH:32]=[CH:33][CH:34]=[CH:35][C:30]=2[C:29]([CH2:36][C:37]([NH:26][C@H:23]2[CH2:22][CH2:21][C@H:20]([CH2:19][CH2:18][N:15]3[CH2:16][CH2:17][CH:12]([C:11]4[C:6]5[CH2:5][CH2:4][O:3][C:7]=5[CH:8]=[CH:9][CH:10]=4)[CH2:13][CH2:14]3)[CH2:25][CH2:24]2)=[O:38])=[N:28]1 |f:0.1.2|. Yields the product O1N=C(C2=C1C=CC=C2)CC(=O)N[C@@H]2CC[C@H](CC2)CCN2CCC(CC2)C2=CC=CC1=C2CCO1 (trans-2-Benzo[d] isoxazol-3-yl-N-(4-{2-[4-(2,3-dihydro-benzofuran-4-yl)-piperidin-1-yl]-ethyl}-cyclohexyl)-acetamide). Starting materials: solid, Cl.Cl.O1CCC2=C1C=CC=C2C2CCN(CC2)CC[C@@H]2CC[C@H](CC2)N (trans-4-{2-[4-(2,3-dihydro-benzofuran-4-yl)-piperidin-1-yl]-ethyl}-cyclohexylamine dihydrochloride), Cl.Cl.O1CCC2=C1C=CC=C2C2CCN(CC2)CC[C@@H]2CC[C@H](CC2)N (trans-4-{2-[4-(2,3-dihydro-benzofuran-4-yl)-piperidin-1-yl]-ethyl}-cyclohexylamine dihydrochloride), O1N=C(C2=C1C=CC=C2)CC(=O)O (2-benzo[d]isoxazol-3-yl-acetic acid). Reported procedure: The title compound, white solid (107 mg, 88%), MS (ISP) m/z=488.4 [(M+H)+], mp 214° C., was prepared in accordance with the general method of example 1 from trans-4-{2-[4-(2,3-dihydro-benzofuran-4-yl)-piperidin-1-yl]-ethyl}-cyclohexylamine dihydrochloride (intermediate B) (100 mg, 0.25 mmol) and 2-benzo[d]isoxazol-3-yl-acetic acid. The reactants are CCCCO, COC(CN)OC, S=C1Nc2ccccc2Nc2ccccc21. The product is COC(CNC1=Nc2ccccc2Nc2ccccc21)OC. Reaction SMILES: [CH2:24]([OH:25])[CH2:26][CH2:27][CH3:28].[CH3:17][O:18][CH:19]([CH2:20][NH2:21])[O:22][CH3:23].[cH:1]1[cH:2][cH:3][cH:4][c:5]2[c:11]1[C:10](=[S:12])[NH:9][c:8]1[c:7]([cH:16][cH:15][cH:14][cH:13]1)[NH:6]2>>[cH:1]1[cH:2][cH:3][cH:4][c:5]2[c:11]1[C:10]([NH:21][CH2:20][CH:19]([O:18][CH3:17])[O:22][CH3:23])=[N:9][c:8]1[c:7]([cH:16][cH:15][cH:14][cH:13]1)[NH:6]2.